From a dataset of the Open Reaction Database (ORD), a public repository of structured organic reaction records. describe an organic reaction: reactants, conditions, products, and yield Starting materials: COC(=O)Cn1c(=O)oc2cc(SCc3cccc(OCc4ccc(C(F)(F)F)cc4)c3)ccc21, COC(=O)C(C)(C)c1ccc(S)c(OC)c1. Product: COC(=O)Cn1c(=O)oc2cc(S)ccc21. As a reaction SMILES: [CH3:17][O:18][C:19]([CH2:20][n:21]1[c:22](=[O:50])[o:23][c:24]2[c:25]1[cH:26][cH:27][c:28]([S:30][CH2:31][c:32]1[cH:33][cH:34][cH:35][c:36]([O:37][CH2:38][c:39]3[cH:40][cH:41][c:42]([C:43]([F:44])([F:45])[F:46])[cH:47][cH:48]3)[cH:49]1)[cH:29]2)=[O:51].[CH3:1][O:2][C:3](=[O:4])[C:5]([c:6]1[cH:7][cH:8][c:9]([SH:10])[c:11]([O:12][CH3:13])[cH:14]1)([CH3:15])[CH3:16]>>[CH3:17][O:18][C:19]([CH2:20][n:21]1[c:22](=[O:50])[o:23][c:24]2[c:25]1[cH:26][cH:27][c:28]([SH:30])[cH:29]2)=[O:51]. Reactants: ClCCl, Cl, CC(Oc1ccc(-c2nc(-c3cccc4c3ccn4CC(=O)N3CCN(C(=O)OC(C)(C)C)CC3)no2)cc1C(F)(F)F)C(F)(F)F, C1COCCO1. The product is Cl, CC(Oc1ccc(-c2nc(-c3cccc4c3ccn4CC(=O)N3CCNCC3)no2)cc1C(F)(F)F)C(F)(F)F. As a reaction SMILES: [CH2:55]([Cl:56])[Cl:57].[ClH:48].[F:1][C:2]([c:3]1[cH:4][c:5](-[c:16]2[n:17][c:18](-[c:21]3[c:22]4[cH:23][cH:24][n:25]([CH2:30][C:31](=[O:32])[N:33]5[CH2:34][CH2:35][N:36]([C:39]([O:40][C:41]([CH3:42])([CH3:43])[CH3:44])=[O:45])[CH2:37][CH2:38]5)[c:26]4[cH:27][cH:28][cH:29]3)[n:19][o:20]2)[cH:6][cH:7][c:8]1[O:9][CH:10]([C:11]([F:12])([F:13])[F:14])[CH3:15])([F:46])[F:47].[O:49]1[CH2:50][CH2:51][O:52][CH2:53][CH2:54]1>>[ClH:48].[F:1][C:2]([c:3]1[cH:4][c:5](-[c:16]2[n:17][c:18](-[c:21]3[c:22]4[cH:23][cH:24][n:25]([CH2:30][C:31](=[O:32])[N:33]5[CH2:34][CH2:35][NH:36][CH2:37][CH2:38]5)[c:26]4[cH:27][cH:28][cH:29]3)[n:19][o:20]2)[cH:6][cH:7][c:8]1[O:9][CH:10]([C:11]([F:12])([F:13])[F:14])[CH3:15])([F:46])[F:47]. Starting materials: ClC1=C(C(=O)O)C=CC(=C1)C(CCCCCCCCCCCCCCCCC)=O (2-chloro-4-(1-oxooctadecyl)benzoic acid), O (water), [BH4-].[Na+] (sodium borohydride), [BH4-].[Na+] (sodium borohydride), [BH4-].[Na+] (sodium borohydride), Cl (hydrochloric acid). The solvent is C(C)O (ethanol), C(C)O (ethyl alcohol), C(C)O (ethyl alcohol). Reaction conditions: time 8 hour. Product: ClC1=C(C(=O)O)C=CC(=C1)C(CCCCCCCCCCCCCCCCC)O (2-chloro-4-(1-hydroxyoctadecyl)benzoic acid). Isolated yield 93.9%. As a reaction SMILES: [Cl:1][C:2]1[CH:10]=[C:9]([C:11](=[O:29])[CH2:12][CH2:13][CH2:14][CH2:15][CH2:16][CH2:17][CH2:18][CH2:19][CH2:20][CH2:21][CH2:22][CH2:23][CH2:24][CH2:25][CH2:26][CH2:27][CH3:28])[CH:8]=[CH:7][C:3]=1[C:4]([OH:6])=[O:5].[BH4-].[Na+].O.Cl>C(O)C>[Cl:1][C:2]1[CH:10]=[C:9]([CH:11]([OH:29])[CH2:12][CH2:13][CH2:14][CH2:15][CH2:16][CH2:17][CH2:18][CH2:19][CH2:20][CH2:21][CH2:22][CH2:23][CH2:24][CH2:25][CH2:26][CH2:27][CH3:28])[CH:8]=[CH:7][C:3]=1[C:4]([OH:6])=[O:5] |f:1.2|. Procedure: To 159 mg of product from Example 11 suspended in 10 ml of ethyl alcohol at 0° C. was added 13 mg of sodium borohydride. An additional 10 ml of ethyl alcohol was added and the reaction stirred overnight while allowed to warm to room temperature. An additional 40 mg of sodium borohydride was added followed in about 20 hours by 50 ml of ethanol and 100 mg of sodium borohydride. Stirring was continued for 20 hours whereupon 25 ml of water was added, followed by 20 ml of 10% hydrochloric acid. The o... Reactants: FC(C(=O)O)(F)F.NCC#CC=1C=C(C=CC1N1CCN(CC1)S(=O)(=O)C=1SC=CC1)C(C(F)(F)F)(C(F)(F)F)O (2-(3-(3-amino-1-propyn-1-yl)-4-(4-(2-thiophenylsulfonyl)-1-piperazinyl)phenyl)-1,1,1,3,3,3-hexafluoro-2-propanol trifluoroacetate), C(C)(C)N(CC)C(C)C (diisopropylethylamine), CS(=O)(=O)Cl (methanesulfonyl chloride). Solvent: C(Cl)Cl (CH2Cl2). Conditions: time 20 minute. Product: S1C(=CC=C1)S(=O)(=O)N1CCN(CC1)C1=C(C=C(C=C1)C(C(F)(F)F)(C(F)(F)F)O)C#CCNS(=O)(=O)C (N-(3-(2-(4-(2-thiophenylsulfonyl)-1-piperazinyl)-5-(2,2,2-trifluoro-1-hydroxy-1-(trifluoromethyl)ethyl)phenyl)-2-propyn-1-yl)methanesulfonamide). Isolated yield 55.4%. RXN SMILES: FC(F)(F)C(O)=O.[NH2:8][CH2:9][C:10]#[C:11][C:12]1[CH:13]=[C:14]([C:32]([OH:41])([C:37]([F:40])([F:39])[F:38])[C:33]([F:36])([F:35])[F:34])[CH:15]=[CH:16][C:17]=1[N:18]1[CH2:23][CH2:22][N:21]([S:24]([C:27]2[S:28][CH:29]=[CH:30][CH:31]=2)(=[O:26])=[O:25])[CH2:20][CH2:19]1.C(N(C(C)C)CC)(C)C.[CH3:51][S:52](Cl)(=[O:54])=[O:53]>C(Cl)Cl>[S:28]1[CH:29]=[CH:30][CH:31]=[C:27]1[S:24]([N:21]1[CH2:22][CH2:23][N:18]([C:17]2[CH:16]=[CH:15][C:14]([C:32]([OH:41])([C:37]([F:39])([F:40])[F:38])[C:33]([F:34])([F:35])[F:36])=[CH:13][C:12]=2[C:11]#[C:10][CH2:9][NH:8][S:52]([CH3:51])(=[O:54])=[O:53])[CH2:19][CH2:20]1)(=[O:26])=[O:25] |f:0.1|. Reported procedure: To a solution of 2-(3-(3-amino-1-propyn-1-yl)-4-(4-(2-thiophenylsulfonyl)-1-piperazinyl)phenyl)-1,1,1,3,3,3-hexafluoro-2-propanol trifluoroacetate (102 mg, 0.17 mmol, Example 159) in CH2Cl2 (4 mL) was added diisopropylethylamine (89 μL, 0.51 mmol) and methanesulfonyl chloride (14 μL, 0.19 mmol). The reaction mixture was stirred at room temperature for 20 min and then partitioned between CH2Cl2 (5 mL) and saturated aqueous sodium bicarbonate (5 mL). The layers were separated, the organic material... Starting materials: C1(=CC=CC=C1)N(C1=CC=2C(C3=CC(=CC=C3C2C=C1)N(C=1C=C(C=CC1)C)C1=CC=CC=C1)(CCC(=O)OC)CCC(=O)OC)C=1C=C(C=CC1)C (2,7-bis(phenyl-m-tolylamino)-9,9-bis[2-(methoxycarbonyl)ethyl]fluorene), [H-].[Al+3].[Li+].[H-].[H-].[H-] (lithium aluminum hydride), ( 10 ), [OH-].[Na+] (sodium hydroxide). Run in O1CCCC1 (tetrahydrofuran). Reaction conditions: time 2 hour. The product is C1(=CC=CC=C1)N(C1=CC=2C(C3=CC(=CC=C3C2C=C1)N(C=1C=C(C=CC1)C)C1=CC=CC=C1)(CCCO)CCCO)C=1C=C(C=CC1)C (2,7-bis(phenyl-m-tolylamino)-9,9-bis(3-hydroxypropyl)fluorene). Yield: 96.3%. RXN SMILES: [C:1]1([N:7]([C:47]2[CH:48]=[C:49]([CH3:53])[CH:50]=[CH:51][CH:52]=2)[C:8]2[CH:20]=[CH:19][C:18]3[C:17]4[C:12](=[CH:13][C:14]([N:21]([C:29]5[CH:34]=[CH:33][CH:32]=[CH:31][CH:30]=5)[C:22]5[CH:23]=[C:24]([CH3:28])[CH:25]=[CH:26][CH:27]=5)=[CH:15][CH:16]=4)[C:11]([CH2:41][CH2:42][C:43](OC)=[O:44])([CH2:35][CH2:36][C:37](OC)=[O:38])[C:10]=3[CH:9]=2)[CH:6]=[CH:5][CH:4]=[CH:3][CH:2]=1.[H-].[Al+3].[Li+].[H-].[H-].[H-].[OH-].[Na+]>O1CCCC1>[C:1]1([N:7]([C:47]2[CH:48]=[C:49]([CH3:53])[CH:50]=[CH:51][CH:52]=2)[C:8]2[CH:20]=[CH:19][C:18]3[C:17]4[C:12](=[CH:13][C:14]([N:21]([C:29]5[CH:34]=[CH:33][CH:32]=[CH:31][CH:30]=5)[C:22]5[CH:23]=[C:24]([CH3:28])[CH:25]=[CH:26][CH:27]=5)=[CH:15][CH:16]=4)[C:11]([CH2:35][CH2:36][CH2:37][OH:38])([CH2:41][CH2:42][CH2:43][OH:44])[C:10]=3[CH:9]=2)[CH:2]=[CH:3][CH:4]=[CH:5][CH:6]=1 |f:1.2.3.4.5.6,7.8|. Procedure details: To a well-stirred solution of 8.8 grams of 2,7-bis(phenyl-m-tolylamino)-9,9-bis[2-(methoxycarbonyl)ethyl]fluorene in 150 milliliters of dried tetrahydrofuran under a nitrogen atmosphere was added in small portions 0.52 gram of lithium aluminum hydride over a period of 15 to 30 minutes. The reaction mixture was stirred at room temperature for two hours. Ten (10) percent aqueous sodium hydroxide solution was slowly added to the reaction mixture. The organic layer was separated and evaporated to dr... The reactants are C(C1=CC=CC=C1)N1N=C(C2=CC=CC=C12)CC1(C(N(C2=C(N(C1=O)CC(=O)N(C1=CC=C(C=C1)OC)C(C)C)C=CC=C2)C=2C=NC=CC2)=O)OC (2-[3-(1-Benzyl-1H-indazol-3-ylmethyl)-3-methoxy-2,4-dioxo-5-pyridin-3-yl-2,3,4,5-tetrahydro-benzo[b][1,4]diazepin-1-yl]-N-isopropyl-N-(4-methoxy-phenyl)-acetamide), Intermediate 55, solution, C(=O)O (formic acid). The reagents and catalysts are [Pd] (palladium on carbon). The solvent is [Cl-].[Na+].O.C(C)(=O)OCC (brine ethyl acetate). The product is N1N=C(C2=CC=CC=C12)CC1(C(N(C2=C(N(C1=O)CC(=O)N(C1=CC=C(C=C1)OC)C(C)C)C=CC=C2)C=2C=NC=CC2)=O)OC (2-[3-(1H-Indazol-3-ylmethyl)-3-methoxy-2,4-dioxo-5-pyridin-3-yl-2,3,4,5-tetrahydro-benzo[b][1,4]diazepin-1-yl]-N-isopropyl-N-(4-methoxy-phenyl)-acetamide). Isolated yield 54.8%. As a reaction SMILES: C([N:8]1[C:16]2[C:11](=[CH:12][CH:13]=[CH:14][CH:15]=2)[C:10]([CH2:17][C:18]2([O:52][CH3:53])[C:24](=[O:25])[N:23]([CH2:26][C:27]([N:29]([CH:38]([CH3:40])[CH3:39])[C:30]3[CH:35]=[CH:34][C:33]([O:36][CH3:37])=[CH:32][CH:31]=3)=[O:28])[C:22]3[CH:41]=[CH:42][CH:43]=[CH:44][C:21]=3[N:20]([C:45]3[CH:46]=[N:47][CH:48]=[CH:49][CH:50]=3)[C:19]2=[O:51])=[N:9]1)C1C=CC=CC=1.C(O)=O>[Cl-].[Na+].O.C(OCC)(=O)C.[Pd]>[NH:8]1[C:16]2[C:11](=[CH:12][CH:13]=[CH:14][CH:15]=2)[C:10]([CH2:17][C:18]2([O:52][CH3:53])[C:24](=[O:25])[N:23]([CH2:26][C:27]([N:29]([CH:38]([CH3:40])[CH3:39])[C:30]3[CH:31]=[CH:32][C:33]([O:36][CH3:37])=[CH:34][CH:35]=3)=[O:28])[C:22]3[CH:41]=[CH:42][CH:43]=[CH:44][C:21]=3[N:20]([C:45]3[CH:46]=[N:47][CH:48]=[CH:49][CH:50]=3)[C:19]2=[O:51])=[N:9]1 |f:2.3.4.5|. Procedure details: To a stirring solution of 350 mg (0.49 mmol) of 2-[3-(1-Benzyl-1H-indazol-3-ylmethyl)-3-methoxy-2,4-dioxo-5-pyridin-3-yl-2,3,4,5-tetrahydro-benzo[b][1,4]diazepin-1-yl]-N-isopropyl-N-(4-methoxy-phenyl)-acetamide, prepared as in Intermediate 55, in a 10 mL solution of 5% formic acid (v/v) in absolute ethanol/DMF 1/1 is added 350 mg of 10% palladium on carbon. The resulting mixture is heated to reflux for 3 h, then cooled to RT and filtered through a pad of Celite to remove the catalyst. The filtra... Reactants: C([O-])([O-])=O.[Na+].[Na+] (sodium carbonate), CN1CC=2N(C3=C(C1=O)C=CC=C3)C=NC2C(=O)NN (5,6-dihydro-5-methyl-6-oxo-4H-imidazo[1,5-a][1,4]benzodiazepine-3-carboxylic acid hydrazide), N(=O)[O-].[Na+] (sodium nitrite). The solvent is O (water), O (water), C(C)(=O)O (acetic acid), O (water). Reaction conditions: time 1 hour. Product: CN1CC=2N(C3=C(C1=O)C=CC=C3)C=NC2C(=O)N=[N+]=[N-] (5,6-dihydro-5-methyl-6-oxo-4H-imidazo[1,5-a][1,4]benzodiazepine-3-carboxylic acid azide). As a reaction SMILES: [CH3:1][N:2]1[C:8](=[O:9])[C:7]2[CH:10]=[CH:11][CH:12]=[CH:13][C:6]=2[N:5]2[CH:14]=[N:15][C:16]([C:17]([NH:19][NH2:20])=[O:18])=[C:4]2[CH2:3]1.[N:21]([O-])=O.[Na+].C(=O)([O-])[O-].[Na+].[Na+]>O.C(O)(=O)C>[CH3:1][N:2]1[C:8](=[O:9])[C:7]2[CH:10]=[CH:11][CH:12]=[CH:13][C:6]=2[N:5]2[CH:14]=[N:15][C:16]([C:17]([N:19]=[N+:20]=[N-:21])=[O:18])=[C:4]2[CH2:3]1 |f:1.2,3.4.5|. Procedure: A solution of 19 g (70 mmol) of 5,6-dihydro-5-methyl-6-oxo-4H-imidazo[1,5-a][1,4]benzodiazepine-3-carboxylic acid hydrazide in 60 ml of water and 150 ml of glacial acetic acid is treated dropwise at 0° to 5° with a solution of 16.5 g of sodium nitrite in 30 ml of water. The white suspension is subsequently stirred in an ice-bath for 1 hour and cautiously poured into 150 g of sodium carbonate in 400 ml of water. The precipitated material is filtered off under suction, washed with water and dried....